Dataset: the Open Reaction Database (ORD), a public repository of structured organic reaction records. Task: describe an organic reaction: reactants, conditions, products, and yield The reactants are N[C@H]([C@@H](CNC1CCN(C2=CC=C(C=C12)CC)C)O)CC1=CC(=CC(=C1)F)F ((2R,3S)-3-amino-4-(3,5-difluorophenyl)-1-[(6-ethyl-1-methyl-1,2,3,4-tetrahydroquinolin-4-yl)amino]butan-2-ol), C(C)(=O)N1C=NC=C1 (1-acetylimidazole). The solvent is ClCCl (dichloromethane). Run at time 8 hour. Yields the product FC=1C=C(C[C@@H]([C@@H](CNC2CCN(C3=CC=C(C=C23)CC)C)O)NC(C)=O)C=C(C1)F (N-{(1S,2R)-1-(3,5-difluorobenzyl)-3-[(6-ethyl-1-methyl-1,2,3,4-tetrahydroquinolin-4-yl)amino]-2-hydroxypropyl}acetamide). Isolated yield 48.0%. Reaction SMILES: [NH2:1][C@@H:2]([CH2:20][C:21]1[CH:26]=[C:25]([F:27])[CH:24]=[C:23]([F:28])[CH:22]=1)[C@H:3]([OH:19])[CH2:4][NH:5][CH:6]1[C:15]2[C:10](=[CH:11][CH:12]=[C:13]([CH2:16][CH3:17])[CH:14]=2)[N:9]([CH3:18])[CH2:8][CH2:7]1.[C:29](N1C=CN=C1)(=[O:31])[CH3:30]>ClCCl>[F:27][C:25]1[CH:26]=[C:21]([CH:22]=[C:23]([F:28])[CH:24]=1)[CH2:20][C@H:2]([NH:1][C:29](=[O:31])[CH3:30])[C@H:3]([OH:19])[CH2:4][NH:5][CH:6]1[C:15]2[C:10](=[CH:11][CH:12]=[C:13]([CH2:16][CH3:17])[CH:14]=2)[N:9]([CH3:18])[CH2:8][CH2:7]1. Procedure details: To a solution of (2R,3S)-3-amino-4-(3,5-difluorophenyl)-1-[(6-ethyl-1-methyl-1,2,3,4-tetrahydroquinolin-4-yl)amino]butan-2-ol (0.218 g) in dichloromethane (15 mL) was added 1-acetylimidazole (0.062 g). The mixture was stirred overnight at room temperature. The mixture was partitioned between dichloromethane and brine, and the organic was extracted three times, dried with sodium sulfate, filtered, and concentrated. A silica gel column was run for purification using 3% MeOH in dichloromethane with... Starting materials: NC1=CC=CC=2N=C(NC21)C (4-amino-2-methylbenzimidazole), C(C)C1=C(CCl)C(=CC=C1)C (2-ethyl-6-methylbenzylchloride), C([O-])([O-])=O.[Na+].[Na+] (Sodium carbonate), [I-].[K+] (potassium iodide). The solvent is C(OC)COC (dimethoxyethane). Yields the product C(C)C1=C(CNC2=CC=CC=3N=C(NC32)C)C(=CC=C1)C (4-(2-Ethyl-6-methylbenzylamino)-2-methylbenzimidazole). The yield is 27.8%. As a reaction SMILES: [NH2:1][C:2]1[C:10]2[NH:9][C:8]([CH3:11])=[N:7][C:6]=2[CH:5]=[CH:4][CH:3]=1.[CH2:12]([C:14]1[CH:21]=[CH:20][CH:19]=[C:18]([CH3:22])[C:15]=1[CH2:16]Cl)[CH3:13].C(=O)([O-])[O-].[Na+].[Na+].[I-].[K+]>C(COC)OC>[CH2:12]([C:14]1[CH:21]=[CH:20][CH:19]=[C:18]([CH3:22])[C:15]=1[CH2:16][NH:1][C:2]1[C:10]2[NH:9][C:8]([CH3:11])=[N:7][C:6]=2[CH:5]=[CH:4][CH:3]=1)[CH3:13] |f:2.3.4,5.6|. Reported procedure: 4-amino-2-methylbenzimidazole (0.4 g, 2.7 mmol) and 2-ethyl-6-methylbenzylchloride (0.46 g, 2.7 mmol) were dissolved in 10 ml dimethoxyethane. Sodium carbonate (0.5 g, 4.7 mmol) and (0.2 g, 4.7 mmol) of potassium iodide were added to the solution. The reaction mixture was refluxed to for 2 h. Inorganic salts were removed by filtration and washed with dimethoxyethane. The filtrate was evaporated to dryness. The residue was purified by column chromatography on silica gel. The product was eluted wi... Starting materials: C(C)(=O)N1CCC=2C1=NC=C(C2)[N+](=O)[O-] (1-acetyl-2,3-dihydro-5-nitro-1H-pyrrolo[2,3-b]pyridine), [H][H] (hydrogen). Reagents/catalysts: [Pd] (palladium-on-charcoal). The solvent is C(C)O (ethanol). The product is C(C)(=O)N1CCC=2C1=NC=C(C2)N (1-Acetyl-5-amino-2,3-dihydro-1H-pyrrolo[2,3-b]pyridine). The yield is 65.1%. As a reaction SMILES: [C:1]([N:4]1[C:8]2=[N:9][CH:10]=[C:11]([N+:13]([O-])=O)[CH:12]=[C:7]2[CH2:6][CH2:5]1)(=[O:3])[CH3:2].[H][H]>C(O)C.[Pd]>[C:1]([N:4]1[C:8]2=[N:9][CH:10]=[C:11]([NH2:13])[CH:12]=[C:7]2[CH2:6][CH2:5]1)(=[O:3])[CH3:2]. Procedure: A suspension of 0.43 g (2.08 mmol) of 1-acetyl-2,3-dihydro-5-nitro-1H-pyrrolo[2,3-b]pyridine (Tetrahedron Lett. 1987, 1589) and 0.044 g of 10% palladium-on-charcoal in 15 mL of ethanol is stirred vigorously for 6 hours at room temperature and under 5 atmospheres of hydrogen. After this time, the suspension is filtered through Celite and the filtrate is concentrated under reduced pressure to give 0.24 g of the expected product in the form of a solid.